This data is from the Open Reaction Database (ORD), a public repository of structured organic reaction records. The task is: describe an organic reaction: reactants, conditions, products, and yield The reactants are C1(=CC=CC=C1)CS(=O)(=O)Cl (phenylmethanesulfonyl chloride), COC1=C(CN)C=CC(=C1)OC (2,4-dimethoxybenzylamine). The product is COC1=C(CNS(=O)(=O)CC2=CC=CC=C2)C=CC(=C1)OC (N-(2,4-Dimethoxybenzyl)-C-phenylmethanesulfonamide). Conditions: time 2 hour. The solvent is ClCCl (dichloromethane), ClCCl (dichloromethane), ClCCl (dichloromethane). As a reaction SMILES: [C:1]1([CH2:7][S:8](Cl)(=[O:10])=[O:9])[CH:6]=[CH:5][CH:4]=[CH:3][CH:2]=1.[CH3:12][O:13][C:14]1[CH:21]=[C:20]([O:22][CH3:23])[CH:19]=[CH:18][C:15]=1[CH2:16][NH2:17]>ClCCl>[CH3:12][O:13][C:14]1[CH:21]=[C:20]([O:22][CH3:23])[CH:19]=[CH:18][C:15]=1[CH2:16][NH:17][S:8]([CH2:7][C:1]1[CH:6]=[CH:5][CH:4]=[CH:3][CH:2]=1)(=[O:10])=[O:9]. Procedure: While cooling with ice, 5.00 g of phenylmethanesulfonyl chloride were initially charged in 40 ml of dichloromethane, and a solution of 8.04 ml of 2,4-dimethoxybenzylamine in 10 ml of dichloromethane was slowly added dropwise. For improved stirrability, a further 25 ml of dichloromethane were added, and the reaction mixture was allowed to come to room temperature. After stirring for 2 hours, the reaction mixture was washed with 100 ml of water, with 100 ml of 0.2 N aqueous hydrochloric acid, with... Starting materials: C(C)OC([C@H](CC1=CC=C(C=C1)OCCBr)OC)=O ((2S)-3-[4-(2-bromo-ethoxy)-phenyl]-2-methoxy-propionic acid ethyl ester), C1(CCCC1)C1=CC=C(C=C1)OC (1-cyclopentyl-4-methoxy-benzene), CO[C@H](C(=O)O)CC1=CC=C(C=C1)OCCCOC1=CC=CC=C1 ((2S)-2-methoxy-3-[4-(3-phenoxy-propoxy)-phenyl]-propionic acid). Product: C1(CCCC1)C1=CC=C(OCCOC2=CC=C(C=C2)C[C@@H](C(=O)O)OC)C=C1 ((2S)-3-{4-[2-(4-cyclopentyl-phenoxy)-ethoxy]-phenyl}-2-methoxy-propionic acid). As a reaction SMILES: C([O:3][C:4](=[O:19])[C@@H:5]([O:17][CH3:18])[CH2:6][C:7]1[CH:12]=[CH:11][C:10]([O:13][CH2:14][CH2:15]Br)=[CH:9][CH:8]=1)C.[CH:20]1([C:25]2[CH:30]=[CH:29][C:28]([O:31]C)=[CH:27][CH:26]=2)[CH2:24][CH2:23][CH2:22][CH2:21]1.CO[C@@H](CC1C=CC(OCCCOC2C=CC=CC=2)=CC=1)C(O)=O>>[CH:20]1([C:25]2[CH:26]=[CH:27][C:28]([O:31][CH2:15][CH2:14][O:13][C:10]3[CH:9]=[CH:8][C:7]([CH2:6][C@H:5]([O:17][CH3:18])[C:4]([OH:3])=[O:19])=[CH:12][CH:11]=3)=[CH:29][CH:30]=2)[CH2:21][CH2:22][CH2:23][CH2:24]1. Reported procedure: The title compound was prepared from (2S)-3-[4-(2-bromo-ethoxy)-phenyl]-2-methoxy-propionic acid ethyl ester (Example 283, Step 2) and 1-cyclopentyl-4-methoxy-benzene via the same procedure used for the preparation of (2S)-2-methoxy-3-[4-(3-phenoxy-propoxy)-phenyl]-propionic acid (Example 285, Step 1), to produce a white solid.